Dataset: the Open Reaction Database (ORD), a public repository of structured organic reaction records. Task: describe an organic reaction: reactants, conditions, products, and yield Reactants: CC(C)(C)C(=O)Nc1nc2ccc3ccc(Br)c([N+](=O)[O-])c3c2c(=O)[nH]1, O=C([O-])O, CCO, ClC(Cl)Cl, [Fe], [Na+]. Product: CC(C)(C)C(=O)Nc1nc2ccc3ccc(Br)c(N)c3c2c(=O)[nH]1. RXN SMILES: [Br:1][c:2]1[cH:3][cH:4][c:5]2[c:6]([c:7]3[c:8](=[O:22])[nH:9][c:10]([NH:15][C:16]([C:17]([CH3:18])([CH3:19])[CH3:20])=[O:21])[n:11][c:12]3[cH:13][cH:14]2)[c:23]1[N+:24]([O-:25])=[O:26].[C:31](=[O:32])([OH:33])[O-:34].[CH3:36][CH2:37][OH:38].[CH:27]([Cl:28])([Cl:29])[Cl:30].[Fe:39].[Na+:35]>>[Br:1][c:2]1[cH:3][cH:4][c:5]2[c:6]([c:7]3[c:8](=[O:22])[nH:9][c:10]([NH:15][C:16]([C:17]([CH3:18])([CH3:19])[CH3:20])=[O:21])[n:11][c:12]3[cH:13][cH:14]2)[c:23]1[NH2:24]. Starting materials: carboxylic acid, OC(CC(=O)OCC)(C(=CC=CC1=CC=CC=C1)C)C (ethyl 3-hydroxy-3,4-dimethyl-7-phenyl-4,6-heptadienoate), [OH-].[Na+] (sodium hydroxide), BrBr (bromine). The solvent is C(O)([O-])=O.[Na+] (sodium hydrogen carbonate), solvent, O.CO (water methanol), CO (methanol), CO (methanol). Run at time 30 minute. Yields the product OC1(CC(=O)OC(C1(Br)C)C=CC1=CC=CC=C1)C (3-Hydroxy-3,4-dimethyl-4-bromo-7-phenyl-6-hepten-5-olide). The yield is 34.8%. Reaction SMILES: [OH:1][C:2]([CH3:20])([C:9]([CH3:19])=[CH:10][CH:11]=[CH:12][C:13]1[CH:18]=[CH:17][CH:16]=[CH:15][CH:14]=1)[CH2:3][C:4]([O:6]CC)=[O:5].[OH-].[Na+].[Br:23]Br>CO.C(=O)([O-])O.[Na+].O.CO>[OH:1][C:2]1([CH3:20])[C:9]([CH3:19])([Br:23])[CH:10]([CH:11]=[CH:12][C:13]2[CH:18]=[CH:17][CH:16]=[CH:15][CH:14]=2)[O:6][C:4](=[O:5])[CH2:3]1 |f:1.2,5.6,7.8|. Procedure: The carboxylic acid (1.09 g) prepared by hydrolyzing 12.20 g of ethyl 3-hydroxy-3,4-dimethyl-7-phenyl-4,6-heptadienoate with 4 N sodium hydroxide solution in 60 ml of methanol, was dissolved in a solution of 700 mg of sodium hydrogen carbonate in 40 ml of a solvent mixture of water-methanol (1:1) and a solution of 1.06 g of bromine in 1 ml of methanol was dropwise added thereto under cooling at -30°~35° C. After stirring for 30 minutes, the crystals produced were collected by filtration, washed ... Reaction conditions: temperature 140 celsius, time 2 hour. Reagents/catalysts: N(=NC(C#N)(C)C)C(C#N)(C)C (azobisisobutyronitrile). Isolated yield 84.6%. The product is C(CCC)[Sn](\C=C\C(COC1=CC=C(C=C1)F)O[Si](C)(C)C)(CCCC)CCCC (1-tri-n-butylstannyl-4-p-fluorophenoxy-3-trimethylsilyloxy-trans-1-butene). Reactants: FC1=CC=C(OCC(C#C)O[Si](C)(C)C)C=C1 (4-p-fluorophenoxy-3-trimethylsilyloxy-1-butyne), C(CCC)[SnH](CCCC)CCCC (tri-n-butyl-tin hydride). RXN SMILES: [F:1][C:2]1[CH:17]=[CH:16][C:5]([O:6][CH2:7][CH:8]([O:11][Si:12]([CH3:15])([CH3:14])[CH3:13])[C:9]#[CH:10])=[CH:4][CH:3]=1.[CH2:18]([SnH:22]([CH2:27][CH2:28][CH2:29][CH3:30])[CH2:23][CH2:24][CH2:25][CH3:26])[CH2:19][CH2:20][CH3:21]>N(C(C)(C)C#N)=NC(C)(C)C#N>[CH2:27]([Sn:22]([CH2:18][CH2:19][CH2:20][CH3:21])([CH2:23][CH2:24][CH2:25][CH3:26])/[CH:10]=[CH:9]/[CH:8]([O:11][Si:12]([CH3:15])([CH3:14])[CH3:13])[CH2:7][O:6][C:5]1[CH:4]=[CH:3][C:2]([F:1])=[CH:17][CH:16]=1)[CH2:28][CH2:29][CH3:30]. Procedure: A mixture of 2.52 g (10 mmoles) of 3-trimethylsilyloxy-4-p-fluorophenoxy-1-butyne (Example 158), 2.91 g (10 mmoles) of tri-n-butyl-tin hydride, and 10 mg of azobisisobutyronitrile is heated, under an argon atmosphere, with stirring, for 2 hours at 140° C. After cooling to room temperature, the crude reaction mixture is fractionally distilled at 180°-185° C. (0.05 mm), to give 4.6 g (85%) of the subject product as a colorless liquid. Yields the product ClC1=C(C=C(C=C1)S(=O)(=O)NC=1C(=NC=C(C1)Cl)C(=O)N1CCOC2=C1C=C(C=C2)Cl)C(F)(F)F (4-Chloro-N-[5-chloro-2-(6-chloro-2,3-dihydro-benzo[1,4]oxazine-4-carbonyl)-pyridin-3-yl]-3-trifluoromethyl-benzenesulfonamide). The reactants are ClC=1C=C(C(=NC1)C(=O)O)NS(=O)(=O)C1=CC(=C(C=C1)Cl)C(F)(F)F.ClC=1C=CC2=C(NCCO2)C1 (6-Chloro-3,4-dihydro-2H-benzo[1,4]oxazine 5-chloro-3-(4-chloro-3-(trifluoromethyl)phenylsulfonamido)picolinic acid), C(CC)P1(OP(OP(O1)(=O)CCC)(=O)CCC)=O (T3P). Procedure details: 6-Chloro-3,4-dihydro-2H-benzo[1,4]oxazine 5-chloro-3-(4-chloro-3-(trifluoromethyl)phenylsulfonamido)picolinic acid, T3P, and Et3N were reacted according to the procedure D to provide the title compound. HPLC purification provided 4-chloro-N-[5-chloro-2-(6-chloro-2,3-dihydro-benzo[1,4]oxazine-4-carbonyl)-pyridin-3-yl]-3-trifluoromethyl-benzenesulfonamide. Reverse phase HPLC gradient acetonitrile 0.1% TFA 20-95% in 4 min: 3.180 min MS m/z: 567.1 (M+H). Solvent: CCN(CC)CC (Et3N). RXN SMILES: [Cl:1][C:2]1[CH:3]=[C:4]([NH:11][S:12]([C:15]2[CH:20]=[CH:19][C:18]([Cl:21])=[C:17]([C:22]([F:25])([F:24])[F:23])[CH:16]=2)(=[O:14])=[O:13])[C:5]([C:8]([OH:10])=O)=[N:6][CH:7]=1.[Cl:26][C:27]1[CH:28]=[CH:29][C:30]2[O:35][CH2:34][CH2:33][NH:32][C:31]=2[CH:36]=1.C(P1(=O)OP(CCC)(=O)OP(CCC)(=O)O1)CC>CCN(CC)CC>[Cl:21][C:18]1[CH:19]=[CH:20][C:15]([S:12]([NH:11][C:4]2[C:5]([C:8]([N:32]3[C:31]4[CH:36]=[C:27]([Cl:26])[CH:28]=[CH:29][C:30]=4[O:35][CH2:34][CH2:33]3)=[O:10])=[N:6][CH:7]=[C:2]([Cl:1])[CH:3]=2)(=[O:14])=[O:13])=[CH:16][C:17]=1[C:22]([F:24])([F:25])[F:23] |f:0.1|. Starting materials: ClC1=NC=C(C2=C(C=CC=C12)C)C(=O)O (1-chloro-5-methylisoquinolin-4-carboxylic acid), C1OCC12CNCCC2 (2-oxa-6-azaspiro[3.5]nonane). Yields the product ClC1=NC=C(C2=C(C=CC=C12)C)C(=O)N1CC2(COC2)CCC1 ((1-Chloro-5-methylisoquinolin-4-yl)(2-oxa-6-azaspiro[3.5]nonan-6-yl)methanone). As a reaction SMILES: [Cl:1][C:2]1[C:11]2[C:6](=[C:7]([CH3:12])[CH:8]=[CH:9][CH:10]=2)[C:5]([C:13]([OH:15])=O)=[CH:4][N:3]=1.[CH2:16]1[C:19]2([CH2:24][CH2:23][CH2:22][NH:21][CH2:20]2)[CH2:18][O:17]1>>[Cl:1][C:2]1[C:11]2[C:6](=[C:7]([CH3:12])[CH:8]=[CH:9][CH:10]=2)[C:5]([C:13]([N:21]2[CH2:22][CH2:23][CH2:24][C:19]3([CH2:16][O:17][CH2:18]3)[CH2:20]2)=[O:15])=[CH:4][N:3]=1. Procedure: The title compound was prepared by using 1-chloro-5-methylisoquinolin-4-carboxylic acid (Intermediate-10) and 2-oxa-6-azaspiro[3.5]nonane by following the similar procedure as described for intermediate-11a. Starting materials: C(C)(=O)OCC=1CS[C@H]2N(C1C(=O)OC(C)(C)C)C([C@H]2NC(C(C2=CC=CC=C2)=NOC(C(Cl)Cl)=O)=O)=O (t-butyl 3-acetoxymethyl-7β-(2-dichloroacetoxyimino-2-phenylacetamido)-ceph-3-em-4-carboxylate). Run in FC(C(=O)O)(F)F (trifluoroacetic acid). The product is C(C)(=O)OCC=1CS[C@H]2N(C1C(=O)O)C([C@H]2NC(C(C2=CC=CC=C2)NO)=O)=O (3-acetoxymethyl-7β-(2-hydroxyamino-2-phenylacetamido)ceph-3-em-4-carboxylic acid). RXN SMILES: [C:1]([O:4][CH2:5][C:6]1[CH2:7][S:8][C@@H:9]2[C@H:20]([NH:21][C:22](=[O:37])[C:23](=[N:30][O:31]C(=O)C(Cl)Cl)[C:24]3[CH:29]=[CH:28][CH:27]=[CH:26][CH:25]=3)[C:19](=[O:38])[N:10]2[C:11]=1[C:12]([O:14]C(C)(C)C)=[O:13])(=[O:3])[CH3:2]>FC(F)(F)C(O)=O>[C:1]([O:4][CH2:5][C:6]1[CH2:7][S:8][C@@H:9]2[C@H:20]([NH:21][C:22](=[O:37])[CH:23]([NH:30][OH:31])[C:24]3[CH:29]=[CH:28][CH:27]=[CH:26][CH:25]=3)[C:19](=[O:38])[N:10]2[C:11]=1[C:12]([OH:14])=[O:13])(=[O:3])[CH3:2]. Procedure details: A solution of t-butyl 3-acetoxymethyl-7β-(2-dichloroacetoxyimino-2-phenylacetamido)-ceph-3-em-4-carboxylate (3.0 g) in trifluoroacetic acid (25 ml.) was allowed to stand at room temperature for ten minutes. The excess acid was removed under reduced pressure, and benzene evaporated from the residue, which was taken up into ethyl acetate and extracted into saturated aqueous sodium bicarbonate. The aqueous phase was washed with ethyl acetate, acidified and extracted with ethyl acetate. The extracts... Reactants: [Al+3], CC(C)(Br)C(=O)Br, [Cl-], [Cl-], [Cl-], ClCCl, O, COC(=O)CC12CCC(c3ccccc3)(CC1)CC2. The product is COC(=O)CC12CCC(c3ccc(C(=O)C(C)(C)Br)cc3)(CC1)CC2. RXN SMILES: [Al+3:22].[Br:25][C:26]([C:27](=[O:28])[Br:29])([CH3:30])[CH3:31].[Cl-:21].[Cl-:23].[Cl-:24].[Cl:32][CH2:33][Cl:34].[OH2:1].[c:2]1([C:8]23[CH2:9][CH2:10][C:11]([CH2:16][C:17](=[O:18])[O:19][CH3:20])([CH2:12][CH2:13]2)[CH2:14][CH2:15]3)[cH:3][cH:4][cH:5][cH:6][cH:7]1>>[c:2]1([C:8]23[CH2:9][CH2:10][C:11]([CH2:16][C:17](=[O:18])[O:19][CH3:20])([CH2:12][CH2:13]2)[CH2:14][CH2:15]3)[cH:3][cH:4][c:5]([C:27]([C:26]([Br:25])([CH3:30])[CH3:31])=[O:28])[cH:6][cH:7]1. Reactants: ClC1=C(N=NC(=C1)Cl)C(=O)OCC (ethyl 4,6-dichloropyridazine-3-carboxylate), Cl.Cl.CN1C=NC2=C1C=CC=C2N (1-methyl-1H-benzo[d]imidazol-4-amine dihydrochloride), CCN(C(C)C)C(C)C (DIPEA). Solvent: C(C)#N (acetonitrile). The product is ClC1=CC(=C(N=N1)C(=O)OCC)NC1=CC=CC=2N(C=NC21)C (ethyl 6-chloro-4-(1-methyl-1H-benzo[d]imidazol-4-ylamino)pyridazine-3-carboxylate). The yield is 61.5%. As a reaction SMILES: Cl[C:2]1[CH:7]=[C:6]([Cl:8])[N:5]=[N:4][C:3]=1[C:9]([O:11][CH2:12][CH3:13])=[O:10].Cl.Cl.[CH3:16][N:17]1[C:21]2[CH:22]=[CH:23][CH:24]=[C:25]([NH2:26])[C:20]=2[N:19]=[CH:18]1.CCN(C(C)C)C(C)C>C(#N)C>[Cl:8][C:6]1[N:5]=[N:4][C:3]([C:9]([O:11][CH2:12][CH3:13])=[O:10])=[C:2]([NH:26][C:25]2[C:20]3[N:19]=[CH:18][N:17]([CH3:16])[C:21]=3[CH:22]=[CH:23][CH:24]=2)[CH:7]=1 |f:1.2.3|. Reported procedure: A heavy walled resealable tube, was charged with ethyl 4,6-dichloropyridazine-3-carboxylate (500 mg, 2.26 mmol) and 1-methyl-1H-benzo[d]imidazol-4-amine dihydrochloride (498 mg, 2.26 mmol) in acetonitrile (3.5 mL) with stirring. DIPEA (877 mg, 1.19 mL, 6.79 mmol) was added and the tube was heated with stirring in an oil bath at 80° C. for 24 h. Solvents evaporated and crude purified by flash chromatography (silica 20-45 μM, 80 g, Thomson, 0 to 20% acetone in dichloromethane, 20 min) to give ethy...